describe an organic reaction: reactants, conditions, products, and yield From a dataset of the Open Reaction Database (ORD), a public repository of structured organic reaction records. Procedure: To a stirred solution of 3-(4-chlorophenyl)-8-methyl-8-azabicyclo[3.2.1]oct-2-ene (2 g, 8.5 mmol) in anhydrous 1,2-dichloroethane (20 ml) under nitrogen atmosphere 1-chloroethyl chloroformate (1.25 ml, 11.6 mmol) was added. The reaction mixture was heated at reflux overnight, then 1-chloroethyl chloroformate (1 ml, 9.3 mmol) was added and once again the reaction mixture was heated at reflux overnight. The reaction mixture was concentrated to an oil and the oil was dissolved in methanol (25 ml). ... The product is C(CC(=O)O)(=O)O.ClC1=CC=C(C=C1)C1=CC2CCC(C1)N2 ((±)-3-(4-Chlorophenyl)-8-azabicyclo[3.2.1]oct-2-ene Malonate). Starting materials: C(CC(=O)O)(=O)O (malonic acid), ClC1=CC=C(C=C1)C1=CC2CCC(C1)N2C (3-(4-chlorophenyl)-8-methyl-8-azabicyclo[3.2.1]oct-2-ene), ClC(=O)OC(C)Cl (1-chloroethyl chloroformate), ClC(=O)OC(C)Cl (1-chloroethyl chloroformate). As a reaction SMILES: [Cl:1][C:2]1[CH:7]=[CH:6][C:5]([C:8]2[CH2:14][CH:13]3[N:15](C)[CH:10]([CH2:11][CH2:12]3)[CH:9]=2)=[CH:4][CH:3]=1.ClC(OC(Cl)C)=O.[C:24]([OH:30])(=[O:29])[CH2:25][C:26]([OH:28])=[O:27]>ClCCCl.C(O)C>[C:24]([OH:30])(=[O:29])[CH2:25][C:26]([OH:28])=[O:27].[Cl:1][C:2]1[CH:3]=[CH:4][C:5]([C:8]2[CH2:9][CH:10]3[NH:15][CH:13]([CH2:12][CH2:11]3)[CH:14]=2)=[CH:6][CH:7]=1 |f:5.6|. The solvent is C(C)O (ethanol), ClCCCl (1,2-dichloroethane). As a reaction SMILES: [CH2:16]([CH2:17][CH3:18])[NH:19][CH2:20][CH2:21][CH3:22].[CH3:1][N:2]1[C:3](=[O:15])[CH2:4][O:5][c:6]2[c:7]1[cH:8][cH:9][c:10]([CH2:12][CH2:13][Br:14])[cH:11]2.[O:23]1[CH2:24][CH2:25][O:26][CH2:27][CH2:28]1>>[CH3:1][N:2]1[C:3](=[O:15])[CH2:4][O:5][c:6]2[c:7]1[cH:8][cH:9][c:10]([CH2:12][CH2:13][N:19]([CH2:16][CH2:17][CH3:18])[CH2:20][CH2:21][CH3:22])[cH:11]2. Yields the product CCCN(CCC)CCc1ccc2c(c1)OCC(=O)N2C. Reactants: CCCNCCC, CN1C(=O)COc2cc(CCBr)ccc21, C1COCCO1. Reactants: CCC(C)Nc1cc(C(=O)OC)cc(C(C)(F)F)n1, CO, Cl, [Li+], [OH-]. Product: CCC(C)Nc1cc(C(=O)O)cc(C(C)(F)F)n1. Reaction SMILES: [CH3:1][O:2][C:3]([c:4]1[cH:5][c:6]([NH:14][CH:15]([CH3:16])[CH2:17][CH3:18])[n:7][c:8]([C:10]([CH3:11])([F:12])[F:13])[cH:9]1)=[O:19].[CH3:23][OH:24].[ClH:22].[Li+:20].[OH-:21]>>[O:2]=[C:3]([c:4]1[cH:5][c:6]([NH:14][CH:15]([CH3:16])[CH2:17][CH3:18])[n:7][c:8]([C:10]([CH3:11])([F:12])[F:13])[cH:9]1)[OH:19]. Starting materials: BrC1=CC=C(C=C1)C1=NC(=NC=C1)NC1CC(NC(C1)(C)C)(C)C ([4-(4-bromophenyl)-pyrimidin-2-yl]-(2,2,6,6-tetramethyl-piperidin-4-yl)-amine), C(CCC)[Sn](C1=NC=CC=C1)(CCCC)CCCC (2-tributylstannanyl-pyridine). Product: N1=C(C=CC=C1)C1=CC=C(C=C1)C1=NC(=NC=C1)NC1CC(NC(C1)(C)C)(C)C ([4-(4-Pyridin-2-yl-phenyl)-pyrimidin-2-yl]-(2,2,6,6-tetramethyl-piperidin-4-yl)-amine). As a reaction SMILES: Br[C:2]1[CH:7]=[CH:6][C:5]([C:8]2[CH:13]=[CH:12][N:11]=[C:10]([NH:14][CH:15]3[CH2:20][C:19]([CH3:22])([CH3:21])[NH:18][C:17]([CH3:24])([CH3:23])[CH2:16]3)[N:9]=2)=[CH:4][CH:3]=1.C([Sn](CCCC)(CCCC)[C:30]1[CH:35]=[CH:34][CH:33]=[CH:32][N:31]=1)CCC>>[N:31]1[CH:32]=[CH:33][CH:34]=[CH:35][C:30]=1[C:2]1[CH:7]=[CH:6][C:5]([C:8]2[CH:13]=[CH:12][N:11]=[C:10]([NH:14][CH:15]3[CH2:16][C:17]([CH3:24])([CH3:23])[NH:18][C:19]([CH3:22])([CH3:21])[CH2:20]3)[N:9]=2)=[CH:4][CH:3]=1. Procedure: The title compound was prepared analogous to Step D of Example 172, starting from [4-(4-bromophenyl)-pyrimidin-2-yl]-(2,2,6,6-tetramethyl-piperidin-4-yl)-amine and 2-tributylstannanyl-pyridine. Yield: 85 mg (44%). Reactants: C(C)(=O)OCC (ethyl acetate), FC1=C(C=C(C(=O)OC)C=C1)OC (methyl 4-fluoro-3-methoxybenzoate), BrC=1N=CNC1 (4-bromo-1H-imidazole), C([O-])([O-])=O.[K+].[K+] (potassium carbonate). Run in O (water), CN(C)C=O (DMF). Reaction conditions: temperature 100 celsius, time 8 hour. The product is BrC=1N=CN(C1)C1=C(C=C(C(=O)O)C=C1)OC (4-(4-bromo-1H-imidazol-1-yl)-3-methoxybenzoic acid). Isolated yield 55.9%. Reaction SMILES: F[C:2]1[CH:11]=[CH:10][C:5]([C:6]([O:8]C)=[O:7])=[CH:4][C:3]=1[O:12][CH3:13].[Br:14][C:15]1[N:16]=[CH:17][NH:18][CH:19]=1.C(=O)([O-])[O-].[K+].[K+].C(OCC)(=O)C>CN(C=O)C.O>[Br:14][C:15]1[N:16]=[CH:17][N:18]([C:2]2[CH:11]=[CH:10][C:5]([C:6]([OH:8])=[O:7])=[CH:4][C:3]=2[O:12][CH3:13])[CH:19]=1 |f:2.3.4|. Reported procedure: A mixture of methyl 4-fluoro-3-methoxybenzoate (2.13 g), 4-bromo-1H-imidazole (3.74 g) and potassium carbonate (4.80 g) in DMF (20 mL) was stirred at 100° C. overnight, and allowed to cool to room temperature, and ethyl acetate and water were added. The aqueous layer was separated, and acidified with 6N hydrochloric acid (pH=3-4), and the resultant precipitate was collected by filtration to give the title compound (1.92 g).